describe an organic reaction: reactants, conditions, products, and yield From a dataset of the Open Reaction Database (ORD), a public repository of structured organic reaction records. The solvent is CO (MeOH). As a reaction SMILES: [C:1]([C@H:5]1[CH2:10][CH2:9][C@H:8]([O:11][C:12]2[CH:13]=[C:14]3[C:19](=[CH:20][CH:21]=2)[CH:18]=[C:17]([C:22]#[N:23])[CH:16]=[CH:15]3)[CH2:7][CH2:6]1)([CH3:4])([CH3:3])[CH3:2].[NH4+].[OH-]>CO.[Ni]>[C:1]([C@H:5]1[CH2:10][CH2:9][C@H:8]([O:11][C:12]2[CH:13]=[C:14]3[C:19](=[CH:20][CH:21]=2)[CH:18]=[C:17]([CH2:22][NH2:23])[CH:16]=[CH:15]3)[CH2:7][CH2:6]1)([CH3:4])([CH3:2])[CH3:3] |f:1.2|. The reactants are C(C)(C)(C)[C@@H]1CC[C@H](CC1)OC=1C=C2C=CC(=CC2=CC1)C#N (6-((trans)-4-tert-butylcyclohexyloxy)-2-naphthonitrile), [NH4+].[OH-] (NH4OH). Isolated yield 102.2%. Conditions: time 15 hour. Reported procedure: Compound 6-((trans)-4-tert-butylcyclohexyloxy)-2-naphthonitrile (1.7 g, 5.53 mmol, 1.0 eq.) and NH4OH (0.3 mL, 6.65 mmol, 1.2 eq.) was dissolved in MeOH (5 mL). Then Raney Ni (64 mg, 1.11 mmol, 0.2 eq.) was added to the mixture and the suspension solution was stirred at r.t. under hydrogen atmosphere for 15 h. The mixture was filtrated and purified by silica gel column chromatography using DCM/MeOH (10/1) as eluent to give product as a pale solid (1.76 g, 63%). ESI-MS (M-NH2)+: 295.1. 1H NMR (40... Yields the product C(C)(C)(C)[C@@H]1CC[C@H](CC1)OC=1C=C2C=CC(=CC2=CC1)CN ((6-((trans)-4-tert-butylcyclohexyloxy)naphthalen-2-yl)methanamine). Reagents/catalysts: [Ni] (Ni).